Dataset: the Open Reaction Database (ORD), a public repository of structured organic reaction records. Task: describe an organic reaction: reactants, conditions, products, and yield Reactants: C(C)OC1=CC(=NC=C1C(NC)=O)CNC(=S)NC(=O)OCC1C2=CC=CC=C2C=2C=CC=CC12 (N-(4-ethoxy-5-methylcarbamoyl pyridin-2-ylmethyl)-N′-(fluoren-9-ylmethyloxycarbonyl)thiourea). Reagents/catalysts: FC(C(=O)[O-])(F)F.[Hg+2].FC(C(=O)[O-])(F)F (mercury(II) trifluoroacetate). Run in O1CCOCC1 (dioxane). Reaction conditions: time 10 minute. The product is C(C)OC1=CC=2N(C=C1C(NC)=O)C(NC2)=NC(OCC2C1=CC=CC=C1C=1C=CC=CC21)=O (9H-Fluoren-9-ylmethyl (7-ethoxy-6-methylcarbamoyl-2H-imidazo[1,5-a]pyridin-3-ylidene)carbamate). Reaction SMILES: [CH2:1]([O:3][C:4]1[C:9]([C:10](=[O:13])[NH:11][CH3:12])=[CH:8][N:7]=[C:6]([CH2:14][NH:15][C:16]([NH:18][C:19]([O:21][CH2:22][CH:23]2[C:35]3[CH:34]=[CH:33][CH:32]=[CH:31][C:30]=3[C:29]3[C:24]2=[CH:25][CH:26]=[CH:27][CH:28]=3)=[O:20])=S)[CH:5]=1)[CH3:2]>O1CCOCC1.FC(F)(F)C([O-])=O.[Hg+2].FC(F)(F)C([O-])=O>[CH2:1]([O:3][C:4]1[C:9]([C:10](=[O:13])[NH:11][CH3:12])=[CH:8][N:7]2[C:16](=[N:18][C:19](=[O:20])[O:21][CH2:22][CH:23]3[C:35]4[CH:34]=[CH:33][CH:32]=[CH:31][C:30]=4[C:29]4[C:24]3=[CH:25][CH:26]=[CH:27][CH:28]=4)[NH:15][CH:14]=[C:6]2[CH:5]=1)[CH3:2] |f:2.3.4|. Procedure details: 875 mg of N-(4-ethoxy-5-methylcarbamoyl pyridin-2-ylmethyl)-N′-(fluoren-9-ylmethyloxycarbonyl)thiourea (Example 19a, crude product) were dissolved in 25 ml of dioxane and treated at RT with 837 mg (1.96 mmol) of mercury(II) trifluoroacetate. After 10 minutes, the mixture was concentrated and the residue was taken up in DCM. The organic phase was washed three times with 4% strength LiCl solution and once with water, dried with MgSO4 and concentrated in a rotary evaporator. The crude product thus ...